This data is from the Open Reaction Database (ORD), a public repository of structured organic reaction records. The task is: describe an organic reaction: reactants, conditions, products, and yield Starting materials: COC(=O)CC1(NC(=O)OC(C)(C)C)CCOCC1, CCO, [K+], [OH-], O. The product is CC(C)(C)OC(=O)NC1(CC(=O)O)CCOCC1. RXN SMILES: [C:1]([CH3:2])([CH3:3])([CH3:4])[O:5][C:6](=[O:7])[NH:8][C:9]1([CH2:15][C:16](=[O:17])[O:18][CH3:19])[CH2:10][CH2:11][O:12][CH2:13][CH2:14]1.[CH3:22][CH2:23][OH:24].[K+:21].[OH-:20].[OH2:25]>>[C:1]([CH3:2])([CH3:3])([CH3:4])[O:5][C:6](=[O:7])[NH:8][C:9]1([CH2:15][C:16](=[O:17])[OH:18])[CH2:10][CH2:11][O:12][CH2:13][CH2:14]1. Starting materials: CSc1ccccc1S(=O)(=O)c1ccc(NC(=O)C(C)(O)C(F)(F)F)c(Cl)c1, O=C(OO)c1cccc(Cl)c1, ClCCl. The product is CS(=O)c1ccccc1S(=O)(=O)c1ccc(NC(=O)C(C)(O)C(F)(F)F)c(Cl)c1. As a reaction SMILES: [Cl:12][c:13]1[c:14]([NH:30][C:31]([C:32]([C:33]([F:34])([F:35])[F:36])([CH3:37])[OH:38])=[O:39])[cH:15][cH:16][c:17]([S:19](=[O:20])(=[O:21])[c:22]2[c:23]([S:28][CH3:29])[cH:24][cH:25][cH:26][cH:27]2)[cH:18]1.[Cl:1][c:2]1[cH:3][c:4]([C:9](=[O:6])[O:10][OH:11])[cH:5][cH:7][cH:8]1.[Cl:40][CH2:41][Cl:42]>>[O:6]=[S:28]([c:23]1[c:22]([S:19]([c:17]2[cH:16][cH:15][c:14]([NH:30][C:31]([C:32]([C:33]([F:34])([F:35])[F:36])([CH3:37])[OH:38])=[O:39])[c:13]([Cl:12])[cH:18]2)(=[O:20])=[O:21])[cH:27][cH:26][cH:25][cH:24]1)[CH3:29].